This data is from the Open Reaction Database (ORD), a public repository of structured organic reaction records. The task is: describe an organic reaction: reactants, conditions, products, and yield The reactants are C(C1=CC=CC=C1)OCCN1C(NC(C1(C)C)=O)=O (1-(2-Benzyloxyethyl)-5,5-dimethylimidazolidin-2,4-dione), [H-].[H-].[H-].[H-].[Li+].[Al+3] (LiAlH4), O (water), [OH-].[Na+] (NaOH). Run in C1CCOC1 (THF), C1CCOC1 (THF). Run at time 1 hour. Yields the product C(C1=CC=CC=C1)OCCN1C(NCC1(C)C)=O (1-(2-Benzyloxyethyl)-5,5-dimethylimidazolidin-2-one). Reaction SMILES: [CH2:1]([O:8][CH2:9][CH2:10][N:11]1[C:15]([CH3:17])([CH3:16])[C:14](=O)[NH:13][C:12]1=[O:19])[C:2]1[CH:7]=[CH:6][CH:5]=[CH:4][CH:3]=1.[H-].[H-].[H-].[H-].[Li+].[Al+3].O.[OH-].[Na+]>C1COCC1>[CH2:1]([O:8][CH2:9][CH2:10][N:11]1[C:15]([CH3:16])([CH3:17])[CH2:14][NH:13][C:12]1=[O:19])[C:2]1[CH:3]=[CH:4][CH:5]=[CH:6][CH:7]=1 |f:1.2.3.4.5.6,8.9|. Procedure details: A solution of 9a (28 g) in THF (250 ml) was added to a suspension of LiAlH4 (8 g) in THF (250 ml) at 20°-25° C. After stirring at room temperature for 1 h, the mixture was cooled to 0° C., water (10 ml) and aqueous NaOH (10 ml) were added, the inorganic salts were filtered and the solvents were evaporated in vacuo. The remaining oil was purified by column chromatography on silica gel (ethyl acetate) yielding 9b as an oil: 10 g. Product: ClC1=CC=C(CN2C(=C3C=4C(=C(C=CC24)OC)SC(C3)C)CCO)C=C1 (5-(4-Chlorobenzyl)-4-(2-hydroxyethyl)-8-methoxy-2-methyl-3,5-dihydro-2H-thiopyrano[4,3,2-cd]indole). Run in C1CCOC1 (THF). Conditions: temperature 0 celsius, time 30 minute. Reported procedure: To a solution of product from Step 3 (785 mg, 1.83 mmol) in THF (30 mL), cooled to 0° C. and under N2 atmosphere, there was added LiAlH4 (152 mg, 4 mmol). The resulting mixture was stirred at 0° C. for 30 minutes, then quenched carefully with ice-cold H2O, and acidified with 1N aq HCl (10 mL). The mixture was extracted twice with Et2O, and these extracts were washed 3× with brine, dried over Na2SO4, and evaporated. The residue was chromatographed, eluting with a 1:1 mixture of EtOAc and hexane, ... Reaction SMILES: [Cl:1][C:2]1[CH:29]=[CH:28][C:5]([CH2:6][N:7]2[C:15]3[CH:14]=[CH:13][C:12]([O:16][CH3:17])=[C:11]4[S:18][CH:19]([CH3:21])[CH2:20][C:9]([C:10]=34)=[C:8]2[CH2:22][C:23](OCC)=[O:24])=[CH:4][CH:3]=1.[H-].[H-].[H-].[H-].[Li+].[Al+3]>C1COCC1>[Cl:1][C:2]1[CH:29]=[CH:28][C:5]([CH2:6][N:7]2[C:15]3[CH:14]=[CH:13][C:12]([O:16][CH3:17])=[C:11]4[S:18][CH:19]([CH3:21])[CH2:20][C:9]([C:10]=34)=[C:8]2[CH2:22][CH2:23][OH:24])=[CH:4][CH:3]=1 |f:1.2.3.4.5.6|. Starting materials: ClC1=CC=C(CN2C(=C3C=4C(=C(C=CC24)OC)SC(C3)C)CC(=O)OCC)C=C1 (Ethyl 5-(4-chlorobenzyl)-8-methoxy-2-methyl-3,5-dihydro-2H-thiopyrano[4,3,2-cd]indole-4-acetate), [H-].[H-].[H-].[H-].[Li+].[Al+3] (LiAlH4). The reactants are CC1(C)OCC2OC2CO1, CC#N, C1CNCCN1, O, O, O, O, O, O. Product: CC1(C)OCC(O)C(N2CCNCC2)CO1. As a reaction SMILES: [CH3:1][C:2]1([CH3:10])[O:3][CH2:4][CH:5]2[O:6][CH:7]2[CH2:8][O:9]1.[CH3:23][C:24]#[N:25].[NH:17]1[CH2:18][CH2:19][NH:20][CH2:21][CH2:22]1.[OH2:11].[OH2:12].[OH2:13].[OH2:14].[OH2:15].[OH2:16]>>[CH3:1][C:2]1([CH3:10])[O:3][CH2:4][CH:5]([OH:6])[CH:7]([N:17]2[CH2:18][CH2:19][NH:20][CH2:21][CH2:22]2)[CH2:8][O:9]1.